From a dataset of the Open Reaction Database (ORD), a public repository of structured organic reaction records. describe an organic reaction: reactants, conditions, products, and yield Starting materials: BrN1C(CCC1=O)=O (N-bromosuccinimide), C(C1=CC=CC=C1)(=O)OOC(C1=CC=CC=C1)=O (benzoyl peroxide), CC=1C=C(C=CC1)C=1C=NOC1 (4-(3-methylphenyl)isoxazole), CCCCCC.C(C)(=O)OCC (hexane ethyl acetate). Run in C(Cl)(Cl)(Cl)Cl (carbon tetrachloride). Run at time 3 hour. Product: O1N=CC(=C1)C=1C=C(CBr)C=CC1 (3-(4-isoxazolyl)benzyl bromide). Isolated yield 76.2%. As a reaction SMILES: [CH3:1][C:2]1[CH:3]=[C:4]([C:8]2[CH:9]=[N:10][O:11][CH:12]=2)[CH:5]=[CH:6][CH:7]=1.[Br:13]N1C(=O)CCC1=O.C(OOC(=O)C1C=CC=CC=1)(=O)C1C=CC=CC=1.CCCCCC.C(OCC)(=O)C>C(Cl)(Cl)(Cl)Cl>[O:11]1[CH:12]=[C:8]([C:4]2[CH:3]=[C:2]([CH:7]=[CH:6][CH:5]=2)[CH2:1][Br:13])[CH:9]=[N:10]1 |f:3.4|. Reported procedure: 185 mg of 4-(3-methylphenyl)isoxazole [see J. Heterocyclic Chem., 11, 51 (1974); and J. Chem. Soc., Perkin II, 1121 (1977)] was dissolved in 8 ml of carbon tetrachloride, and 206 mg of N-bromosuccinimide and a catalytic amount of benzoyl peroxide were added. The mixture was refluxed with stirring for 3 hours. The insoluble material was separated by filtration and the solvent was evaporated. The residue was purified by silica gel column chromatography Wakogel C-200, 30 g; eluting solvent: hexane/... Reactants: [Cl-].N[N+]1=C(N(C=C1)N)CC (1,3-diamino-2-ethylimidazolium chloride), [N+](=O)([O-])C1=CC=C(C=C1)C(C)=O (p-nitroacetophenone). Run in C(C)(=O)O (acetic acid). Conditions: time 2 day. The product is [Cl-].N[N+]1=C(N(C=C1)N=C(C1=CC=C(C=C1)[N+](=O)[O-])C)CC (1-amino-2-ethyl-3-[(α-methyl-p-nitrobenzylidene)amino]-imidazolium chloride). Reaction SMILES: [Cl-:1].[NH2:2][N+:3]1[CH:7]=[CH:6][N:5]([NH2:8])[C:4]=1[CH2:9][CH3:10].[N+:11]([C:14]1[CH:19]=[CH:18][C:17]([C:20](=O)[CH3:21])=[CH:16][CH:15]=1)([O-:13])=[O:12]>C(O)(=O)C>[Cl-:1].[NH2:2][N+:3]1[CH:7]=[CH:6][N:5]([N:8]=[C:20]([CH3:21])[C:17]2[CH:16]=[CH:15][C:14]([N+:11]([O-:13])=[O:12])=[CH:19][CH:18]=2)[C:4]=1[CH2:9][CH3:10] |f:0.1,4.5|. Procedure details: A solution of 3.24 g (20 mmol) of 1,3-diamino-2-ethylimidazolium chloride and 16.5 g (100 mmol) of p-nitroacetophenone in 150 ml of glacial acetic acid is left to stand for 2 days, concentrated and the residue is crystallized from ethanol/ether. The crystals are placed on a column loaded with 50 g of silica gel. The material eluted with methylene chloride/methanol (7:3) is recrystallized from ethanol. There is obtained 1-amino-2-ethyl-3-[(α-methyl-p-nitrobenzylidene)amino]-imidazolium chloride o... The reactants are BrCC(=O)OCC (Ethyl bromoacetate), ice water, C(#N)C1=C(C=CC=C1)C1=CC2=C(N(C=N2)C(CCCCC)C=2N(C=CN2)C(C2=CC=CC=C2)(C2=CC=CC=C2)C2=CC=CC=C2)C=C1 (2-[1-[5-(2-Cyanophenyl)-1H-benzimidazol-1-yl]hexyl]-1-trityl-1H-imidazole), C(=O)O (formic acid), [H-].[Na+] (Sodium hydride). Reagents/catalysts: O (water). The solvent is CN(C)C=O (DMF), CCOCC (ether). Reaction conditions: time 1 hour. The product is C(#N)C1=C(C=CC=C1)C1=CC2=C(N(C=N2)C(CCCCC)C=2N(C=CN2)CC(=O)OCC)C=C1 (ethyl 2-[1-[5-(2-cyanophenyl)1H-benzimidazol-1-yl]hexyl]-1H-imidazole-1-acetate). Yield: 0.1%. As a reaction SMILES: [C:1]([C:3]1[CH:8]=[CH:7][CH:6]=[CH:5][C:4]=1[C:9]1[CH:47]=[CH:46][C:12]2[N:13]([CH:16]([C:22]3[N:23](C(C4C=CC=CC=4)(C4C=CC=CC=4)C4C=CC=CC=4)[CH:24]=[CH:25][N:26]=3)[CH2:17][CH2:18][CH2:19][CH2:20][CH3:21])[CH:14]=[N:15][C:11]=2[CH:10]=1)#[N:2].C(O)=O.[H-].[Na+].Br[CH2:54][C:55]([O:57][CH2:58][CH3:59])=[O:56]>CCOCC.O.CN(C=O)C>[C:1]([C:3]1[CH:8]=[CH:7][CH:6]=[CH:5][C:4]=1[C:9]1[CH:47]=[CH:46][C:12]2[N:13]([CH:16]([C:22]3[N:23]([CH2:54][C:55]([O:57][CH2:58][CH3:59])=[O:56])[CH:24]=[CH:25][N:26]=3)[CH2:17][CH2:18][CH2:19][CH2:20][CH3:21])[CH:14]=[N:15][C:11]=2[CH:10]=1)#[N:2] |f:2.3|. Procedure: 2-[1-[5-(2-Cyanophenyl)-1H-benzimidazol-1-yl]hexyl]-1-trityl-1H-imidazole (3.44 moles, 2.1 g) was dissolved in 200 ml ether, 240 ml formic acid, and 24 drops of water. The solution was stirred for 1 hour at room temperature and concentrated. Ethyl acetate was added. The ethyl acetate solution was washed with water, dried over sodium sulfate, filtered and concentrated. The residue was dissolved in 50 ml DMF. Sodium hydride (3.8 mmoles, 152 mg of 60% in mineral oil) was added. The reaction was sti... Starting materials: C(C)(=O)O[BH-](OC(C)=O)OC(C)=O.[Na+] (Sodium triacetoxyborohydride), C([O-])(O)=O.[Na+] (sodium bicarbonate), C(#N)C=1C=C(C=O)C=CC1 (3-Cyanobenzaldehyde), FC=1C=C2C=C(NC2=CC1F)C=1C=CC(=C(C1)N)OC (5-(5,6-difluoro-1H-indol-2-yl)-2-methoxy-phenylamine). Run in C(Cl)Cl (methylene chloride), C(C)(=O)O (acetic acid). Run at time 1 hour. Yields the product FC=1C=C2C=C(NC2=CC1F)C=1C=CC(=C(C1)NCC1=CC(=CC=C1)C#N)OC ([5-(5,6-Difluoro-1H-indol-2yl)-2-methoxy-phenyl]-(3-cyano-benzyl)-amine). Isolated yield 64.2%. Reaction SMILES: [C:1]([C:3]1[CH:4]=[C:5]([CH:8]=[CH:9][CH:10]=1)[CH:6]=O)#[N:2].[F:11][C:12]1[CH:13]=[C:14]2[C:18](=[CH:19][C:20]=1[F:21])[NH:17][C:16]([C:22]1[CH:23]=[CH:24][C:25]([O:29][CH3:30])=[C:26]([NH2:28])[CH:27]=1)=[CH:15]2.C(O[BH-](OC(=O)C)OC(=O)C)(=O)C.[Na+].C(=O)(O)[O-].[Na+]>C(Cl)Cl.C(O)(=O)C>[F:11][C:12]1[CH:13]=[C:14]2[C:18](=[CH:19][C:20]=1[F:21])[NH:17][C:16]([C:22]1[CH:23]=[CH:24][C:25]([O:29][CH3:30])=[C:26]([NH:28][CH2:6][C:5]3[CH:8]=[CH:9][CH:10]=[C:3]([C:1]#[N:2])[CH:4]=3)[CH:27]=1)=[CH:15]2 |f:2.3,4.5|. Procedure: 3-Cyanobenzaldehyde (0.262 g, 2.0 mmol) was added to a stirred mixture of 5-(5,6-difluoro-1H-indol-2-yl)-2-methoxy-phenylamine (0.548 g, 2.0 mmol) in methylene chloride (125 mL), followed by acetic acid (0.2 g). The resulting mixture was stirred at room temperature for 1 hour. Sodium triacetoxyborohydride (0.46 g, 2.0 mmol) was added in one portion, and the resulting homogeneous solution stirred at room temperature for 3 days. Saturated aqueous sodium bicarbonate solution (100 mL) was added and ... Yields the product C(=C)P([O-])([O-])=O.C(C=C)(=O)O (Vinylphosphonate Acrylic Acid). Procedure details: Vinylphosphonate and acrylic acid are first 50 mol-% neutralized with NaOH to form a 50 wt-% aqueous solution; to this mixture methylene-bis-acrylamide is added in a 10 wt-% to monomers. 100 parts of that monomer mixture are then emulsified in 200 parts of hexane and 1 part of sesquioleate sorbital as a surfactant. 10 parts of a 5 wt-% aqueous solution of sodium persulfate is further added to the suspension. The reaction is held @ 80 deg. C. for 10 hrs, while 10 parts of sodium persulfate soluti... Conditions: time 10 hour. As a reaction SMILES: [CH:1]([P:3](=[O:6])([O-:5])[O-:4])=[CH2:2].[C:7]([OH:11])(=[O:10])[CH:8]=[CH2:9].[OH-].[Na+].C(C=CC(N)=O)C=CC(N)=O.S(OOS([O-])(=O)=O)([O-])(=O)=O.[Na+].[Na+]>O.CCCCCC>[CH:1]([P:3](=[O:4])([O-:6])[O-:5])=[CH2:2].[C:7]([OH:11])(=[O:10])[CH:8]=[CH2:9] |f:2.3,5.6.7,10.11|. The solvent is CCCCCC (hexane), O (water). Reactants: C(=C)P([O-])([O-])=O (Vinylphosphonate), S(=O)(=O)([O-])OOS(=O)(=O)[O-].[Na+].[Na+] (sodium persulfate), C(C=CC(=O)N)C=CC(=O)N (methylene-bis-acrylamide), C(C=C)(=O)O (acrylic acid), [OH-].[Na+] (NaOH), S(=O)(=O)([O-])OOS(=O)(=O)[O-].[Na+].[Na+] (sodium persulfate).